This data is from the Open Reaction Database (ORD), a public repository of structured organic reaction records. The task is: describe an organic reaction: reactants, conditions, products, and yield Reactants: ClC1=C(C(=O)O)C(=CC=C1)C (2-chloro-6-methylbenzoic acid), S(=O)(Cl)Cl (thionyl chloride), C(C(=O)Cl)(=O)Cl (oxalyl chloride). The solvent is CN(C)C=O (DMF). Product: ClC1=C(C(=O)Cl)C(=CC=C1)C (2-chloro-6-methylbenzoyl chloride). RXN SMILES: [Cl:1][C:2]1[CH:10]=[CH:9][CH:8]=[C:7]([CH3:11])[C:3]=1[C:4](O)=[O:5].S(Cl)([Cl:14])=O.C(Cl)(=O)C(Cl)=O>CN(C=O)C>[Cl:1][C:2]1[CH:10]=[CH:9][CH:8]=[C:7]([CH3:11])[C:3]=1[C:4]([Cl:14])=[O:5]. Reported procedure: In one embodiment, the step comprises combining 2-chloro-6-methylbenzoic acid with, e.g., thionyl chloride or oxalyl chloride, optionally in the presence of a catalytic amount of DMF, to afford 2-chloro-6-methylbenzoyl chloride. Reactants: NC(C#CC1=CC=C(S1)C1=NC(=NC=C1)NC1CC(NC(C1)(C)C)(C)C)(C)C ({4-[5-(3-Amino-3-methyl-but-1-ynyl)-thiophen-2-yl]-pyrimidin-2-yl}-(2,2,6,6-tetramethyl-piperidin-4-yl)-amine). Reagents/catalysts: [Pd] (Pd/C). The solvent is CO (MeOH). The product is NC(CCC1=CC=C(S1)C1=NC(=NC=C1)NC1CC(NC(C1)(C)C)(C)C)(C)C ({4-[5-(3-Amino-3-methyl-butyl)-thiophen-2-yl]-pyrimidin-2-yl}-(2,2,6,6-tetramethyl-piperidin-4-yl)-amine). Reaction SMILES: [NH2:1][C:2]([CH3:28])([CH3:27])[C:3]#[C:4][C:5]1[S:9][C:8]([C:10]2[CH:15]=[CH:14][N:13]=[C:12]([NH:16][CH:17]3[CH2:22][C:21]([CH3:24])([CH3:23])[NH:20][C:19]([CH3:26])([CH3:25])[CH2:18]3)[N:11]=2)=[CH:7][CH:6]=1>CO.[Pd]>[NH2:1][C:2]([CH3:28])([CH3:27])[CH2:3][CH2:4][C:5]1[S:9][C:8]([C:10]2[CH:15]=[CH:14][N:13]=[C:12]([NH:16][CH:17]3[CH2:22][C:21]([CH3:24])([CH3:23])[NH:20][C:19]([CH3:26])([CH3:25])[CH2:18]3)[N:11]=2)=[CH:7][CH:6]=1. Procedure details: {4-[5-(3-Amino-3-methyl-but-1-ynyl)-thiophen-2-yl]-pyrimidin-2-yl}-(2,2,6,6-tetramethyl-piperidin-4-yl)-amine (Example 5, 100 mg, 0.252 mmol) in MeOH (100 ml) was hydrogenated over Pd/C (10%, 50 mg) at 1 atm for 2 hours. The reaction mixture was filtered, evaporated to dryness and purified via chromatography on silicagel (DCM/MeOH/ammonia: 95/5/1 to 90/10/1) to give the title compound as colorless solid, which crystallized from ether. The product is CN1CCC(C12CCCCC2)NC(C2=CC(=C(C=C2)Cl)Cl)=O (1-methyl-4-(3,4-dichlorobenzamido)-1-azaspiro[4.5]decane). Reaction SMILES: C(O)(=O)/C=C/C(O)=O.C(O)(=O)/C=C/C(O)=O.[CH3:17][N:18]1[C:22]2([CH2:27][CH2:26][CH2:25][CH2:24][CH2:23]2)[CH:21]([NH2:28])[CH2:20][CH2:19]1.C([O-])(O)=O.[Na+].[Cl:34][C:35]1[CH:36]=[C:37]([CH:41]=[CH:42][C:43]=1[Cl:44])[C:38](Cl)=[O:39]>C(Cl)(Cl)Cl>[CH3:17][N:18]1[C:22]2([CH2:23][CH2:24][CH2:25][CH2:26][CH2:27]2)[CH:21]([NH:28][C:38](=[O:39])[C:37]2[CH:41]=[CH:42][C:43]([Cl:44])=[C:35]([Cl:34])[CH:36]=2)[CH2:20][CH2:19]1 |f:0.1.2,3.4|. Procedure: To a stirring suspension of 3.0 g (0.017 mole) of 1-methyl-4-amino-1-azaspiro[4.5]decane of Example 2 and 5.0 g of NaHCO3 in 50 ml of CHCl3 was added dropwise 3.8 g (0.018 mole) of 3,4-dichlorobenzoyl chloride in 25 ml of CHCl3. The reaction was refluxed for 3 hours, cooled to room temperature, filtered, and the solvent evaporated to give an oil. The residue was triturated with boiling hexane and decanted, the hexane solution afforded 2.6 g of 1-methyl-4-(3,4-dichlorobenzamido)-1-azaspiro[4.5]de... Isolated yield 44.8%. The reactants are C(\C=C\C(=O)O)(=O)O.C(\C=C\C(=O)O)(=O)O.CN1CCC(C12CCCCC2)N (1-methyl-4-amino- 1-azaspiro[4.5]decane difumarate), C(=O)(O)[O-].[Na+] (NaHCO3), ClC=1C=C(C(=O)Cl)C=CC1Cl (3,4-dichlorobenzoyl chloride). Solvent: C(Cl)(Cl)Cl (CHCl3), C(Cl)(Cl)Cl (CHCl3).